From a dataset of the Open Reaction Database (ORD), a public repository of structured organic reaction records. describe an organic reaction: reactants, conditions, products, and yield Reactants: CC1(CC(NC2=CC=C(C=C12)C)C1=C(N)C=CC=C1)C (2-(4,4,6-trimethyl-1,2,3,4-tetrahydroquinolin-2-yl)aniline), N1=CC=CC=C1 (pyridine), CS(=O)(=O)Cl (methanesulfonyl chloride). Solvent: O (water), ClCCl (dichloromethane). Run at time 3 hour. Yields the product CC1(CC(NC2=CC=C(C=C12)C)C1=C(C=CC=C1)NS(=O)(=O)C)C (N-[2-(4,4,6-trimethyl-1,2,3,4-tetrahydro-quinolin-2-yl)-phenyl]methanesulfonamide). Reaction SMILES: [CH3:1][C:2]1([CH3:20])[C:11]2[C:6](=[CH:7][CH:8]=[C:9]([CH3:12])[CH:10]=2)[NH:5][CH:4]([C:13]2[CH:19]=[CH:18][CH:17]=[CH:16][C:14]=2[NH2:15])[CH2:3]1.N1C=CC=CC=1.[CH3:27][S:28](Cl)(=[O:30])=[O:29]>ClCCl.O>[CH3:1][C:2]1([CH3:20])[C:11]2[C:6](=[CH:7][CH:8]=[C:9]([CH3:12])[CH:10]=2)[NH:5][CH:4]([C:13]2[CH:19]=[CH:18][CH:17]=[CH:16][C:14]=2[NH:15][S:28]([CH3:27])(=[O:30])=[O:29])[CH2:3]1. Reported procedure: To a solution of 2-(4,4,6-trimethyl-1,2,3,4-tetrahydroquinolin-2-yl)aniline (150 mg, 0.56 mmol) and pyridine (0.5 mL) in anhydrous dichloromethane (2 mL) was added methanesulfonyl chloride (44 μL) at ice-bath under nitrogen. After addition, the resulting mixture was stirred at room temperature for 3 h. The reaction mixture was diluted with water, and extracted with ethyl acetate. The combined organic layer was dried over anhydrous Sodium sulfate, and then concentrated. The residue was purified b... The reactants are [N-]=[N+]=[N-].[Na+] (sodium azide), ClC1=NC=CC(=C1)C(C)=O (2-chloro-4-acetylpyridine), [N-]=[N+]=[N-].[Na+] (sodium azide), Cl (HCl), C(C)O (ethanol), C([O-])([O-])=O.[Na+].[Na+] (sodium carbonate). The solvent is O (water). Yields the product C(C)(=O)C1=CC=CC=2N1N=NN2 (5-Acetyltetrazolo[1,5-a]pyridine). Reaction SMILES: Cl[C:2]1[CH:7]=[C:6](C(=O)C)[CH:5]=[CH:4][N:3]=1.[N-:11]=[N+:12]=[N-:13].[Na+].Cl.C(=O)([O-])[O-].[Na+].[Na+].[CH2:22]([OH:24])[CH3:23]>O>[C:22]([C:2]1[N:3]2[N:11]=[N:12][N:13]=[C:4]2[CH:5]=[CH:6][CH:7]=1)(=[O:24])[CH3:23] |f:1.2,4.5.6|. Procedure: A solution of 11.42 g of 2-chloro-4-acetylpyridine, 9.51 g of sodium azide and 9.2 ml of 12 N HCl in 86 ml of a 1:1 ethanol:water mixture was heated at reflux for three hours. An additional 9.2 g of sodium azide was added and the reaction mixture heated at reflux overnight. An aqueous solution of sodium carbonate (3.92 g) was added and the mixture repeatedly extracted with methylene chloride. The combined extracts were washed with water and saturated sodium chloride solution and then dried with ...